Dataset: the Open Reaction Database (ORD), a public repository of structured organic reaction records. Task: describe an organic reaction: reactants, conditions, products, and yield Reactants: [BH4-].[Na+] (Sodium tetrahydroborate), C(CC(O)(C(=O)O)CC(=O)O)(=O)O (citric acid), C(C#CC)OC1=CC=C(C=C1)C[C@@H](C(=O)OC)NC(=O)[C@H]([C@](C(=O)O)(CCOC)O)\C=C\CCCCCCC(CCCCCCC)=O ((2S,3S,E)-3-((S)-3-(4-(but-2-ynyloxy)phenyl)-1-methoxy-1-oxopropan-2-ylcarbamoyl)-2-hydroxy-2-(2-methoxyethyl)-12-oxononadec-4-enoic acid), O (water). Solvent: CO (methanol), C(C)(=O)OCC (ethyl acetate). Run at temperature 0 celsius, time 3 hour. The product is C(C#CC)OC1=CC=C(C=C1)C[C@@H](C(=O)OC)NC(=O)[C@H]([C@](C(=O)O)(CCOC)O)\C=C\CCCCCCC(CCCCCCC)O ((E)-(2S,3S)-3-[(S)-2-(4-but-2-ynyloxy-phenyl)-1-methoxycarbonyl-ethylcarbamoyl]-2,12-dihydroxy-2-(2-methoxy-ethyl)-nonadec-4-enoic acid). The yield is 57.0%. As a reaction SMILES: [CH2:1]([O:5][C:6]1[CH:11]=[CH:10][C:9]([CH2:12][C@H:13]([NH:18][C:19]([C@@H:21](/[CH:31]=[CH:32]/[CH2:33][CH2:34][CH2:35][CH2:36][CH2:37][CH2:38][C:39](=[O:47])[CH2:40][CH2:41][CH2:42][CH2:43][CH2:44][CH2:45][CH3:46])[C@@:22]([OH:30])([CH2:26][CH2:27][O:28][CH3:29])[C:23]([OH:25])=[O:24])=[O:20])[C:14]([O:16][CH3:17])=[O:15])=[CH:8][CH:7]=1)[C:2]#[C:3][CH3:4].[BH4-].[Na+].O.C(O)(=O)CC(CC(O)=O)(C(O)=O)O>CO.C(OCC)(=O)C>[CH2:1]([O:5][C:6]1[CH:7]=[CH:8][C:9]([CH2:12][C@H:13]([NH:18][C:19]([C@@H:21](/[CH:31]=[CH:32]/[CH2:33][CH2:34][CH2:35][CH2:36][CH2:37][CH2:38][CH:39]([OH:47])[CH2:40][CH2:41][CH2:42][CH2:43][CH2:44][CH2:45][CH3:46])[C@@:22]([OH:30])([CH2:26][CH2:27][O:28][CH3:29])[C:23]([OH:25])=[O:24])=[O:20])[C:14]([O:16][CH3:17])=[O:15])=[CH:10][CH:11]=1)[C:2]#[C:3][CH3:4] |f:1.2|. Procedure details: No. 5233427 (14.4 mg, 0.022 mmol) was dissolved in methanol (1.0 mL), and the solution was cooled to 0° C. in an ice bath. Sodium tetrahydroborate (5 mg, 0.13 mmol) was added, and the mixture was stirred for 3 hours. The progress of the reaction was stopped by adding water, and the mixture was diluted in ethyl acetate. An aqueous solution of 0.5 M citric acid was added and the mixture was separated. The separated organic layer was washed with water and a saturated brine in order, dried over anhy... The reactants are NCC(F)(F)F, O=C(O)c1cc2c(N3CCOCC3)nc(-c3cccc4[nH]ncc34)nc2s1. Product: O=C(NCC(F)(F)F)c1cc2c(N3CCOCC3)nc(-c3cccc4[nH]ncc34)nc2s1. RXN SMILES: [F:28][C:29]([CH2:30][NH2:31])([F:32])[F:33].[nH:1]1[n:2][cH:3][c:4]2[c:5](-[c:10]3[n:11][c:12]([N:22]4[CH2:23][CH2:24][O:25][CH2:26][CH2:27]4)[c:13]4[c:14]([n:15]3)[s:16][c:17]([C:19](=[O:20])[OH:21])[cH:18]4)[cH:6][cH:7][cH:8][c:9]12>>[nH:1]1[n:2][cH:3][c:4]2[c:5](-[c:10]3[n:11][c:12]([N:22]4[CH2:23][CH2:24][O:25][CH2:26][CH2:27]4)[c:13]4[c:14]([n:15]3)[s:16][c:17]([C:19](=[O:21])[NH:31][CH2:30][C:29]([F:28])([F:32])[F:33])[cH:18]4)[cH:6][cH:7][cH:8][c:9]12.